From a dataset of the Open Reaction Database (ORD), a public repository of structured organic reaction records. describe an organic reaction: reactants, conditions, products, and yield Reactants: C(=O)O (formic acid), C(=O)N (formamide), C1(=CC=CC=C1)CC(CC)=O (1-phenyl-2-butanone). Solvent: O (water). Conditions: temperature 167.5 celsius. Product: C(C1=CC=CC=C1)C(CC)NC=O (N-(1-Benzyl-propyl)-formamide). Yield: 80.0%. Reaction SMILES: C(O)=O.[CH:4]([NH2:6])=[O:5].[C:7]1([CH2:13][C:14](=O)[CH2:15][CH3:16])[CH:12]=[CH:11][CH:10]=[CH:9][CH:8]=1>O>[CH2:13]([CH:14]([NH:6][CH:4]=[O:5])[CH2:15][CH3:16])[C:7]1[CH:12]=[CH:11][CH:10]=[CH:9][CH:8]=1. Procedure: To a stirred solution of formic acid (250 ml) and formamide (500 ml) was added 1-phenyl-2-butanone (25 g, 0.168 mols); the reaction was then heated to 165-170° C. for four hours. The reaction was then cooled and poured into water (1 l). The aqueous phase was then extracted with ethyl acetate (3×100 ml). The organic phase was washed with saturated sodium bicarbonate (2×200 ml) and dried over magnesium sulfate. Evaporation of the solvent yielded an oil (24.1 g, 80%). The reactants are COC(=O)N[C@H](C(=O)N1[C@@H]2CC[C@H]([C@H]1C=1NC(=CN1)C1=CC=C(C=C1)C=1C=C3C=CC4=C(NC(=N4)[C@H]4N(CCC4)C([C@H](C(C)C)NC(OC)=O)=O)C3=CC1)C2)[C@@H](C)OC (methyl (S)-1-((S)-2-(7-(4-(2-((1R,3S,4S)-2-((2S,3R)-2-methoxycarbonylamino-3-methoxybutanoyl)-2-azabicyclo[2.2.1]heptan-3-yl)-1H-imidazol-5-yl)phenyl)-1H-naphtho[1,2-d]imidazol-2-yl)pyrrolidin-1-yl)-3-methyl-1-oxobutan-2-ylcarbamate), CO[C@@H]([C@@H](C(=O)O)NC(=O)OC)C ((2S,3R)-3-methoxy-2-(methoxycarbonylamino)butanoic acid). The product is COC(=O)N[C@@H](C(=O)N1[C@@H]2CC[C@H]([C@H]1C=1NC(=CN1)C1=CC=C(C=C1)C=1C=C3C=CC4=C(NC(=N4)[C@H]4N(CCC4)C([C@H](C(C)C)NC(OC)=O)=O)C3=CC1)C2)C2=CC=CC=C2 (Methyl (S)-1-((S)-2-(7-(4-(2-((1R,3S,4S)-2-((R)-2-methoxycarbonylamino-2-phenylacetyl)-2-azabicyclo[2.2.1]heptan-3-yl)-1H-imidazol-5-yl)phenyl)-1H-naphtho[1,2-d]imidazol-2-yl)pyrrolidin-1-yl)-3-methyl-1-oxobutan-2-ylcarbamate). As a reaction SMILES: [CH3:1][O:2][C:3]([NH:5][C@@H:6]([C@H:56](OC)[CH3:57])[C:7]([N:9]1[C@H:14]([C:15]2[NH:16][C:17]([C:20]3[CH:25]=[CH:24][C:23]([C:26]4[CH:27]=[C:28]5[C:52](=[CH:53][CH:54]=4)[C:32]4[NH:33][C:34]([C@@H:36]6[CH2:40][CH2:39][CH2:38][N:37]6[C:41](=[O:51])[C@@H:42]([NH:46][C:47](=[O:50])[O:48][CH3:49])[CH:43]([CH3:45])[CH3:44])=[N:35][C:31]=4[CH:30]=[CH:29]5)=[CH:22][CH:21]=3)=[CH:18][N:19]=2)[C@@H:13]2[CH2:55][C@H:10]1[CH2:11][CH2:12]2)=[O:8])=[O:4].CO[C@H:62]([CH3:72])[C@H:63](NC(OC)=O)[C:64](O)=O>>[CH3:1][O:2][C:3]([NH:5][C@H:6]([C:56]1[CH:57]=[CH:64][CH:63]=[CH:62][CH:72]=1)[C:7]([N:9]1[C@H:14]([C:15]2[NH:16][C:17]([C:20]3[CH:25]=[CH:24][C:23]([C:26]4[CH:27]=[C:28]5[C:52](=[CH:53][CH:54]=4)[C:32]4[NH:33][C:34]([C@@H:36]6[CH2:40][CH2:39][CH2:38][N:37]6[C:41](=[O:51])[C@@H:42]([NH:46][C:47](=[O:50])[O:48][CH3:49])[CH:43]([CH3:44])[CH3:45])=[N:35][C:31]=4[CH:30]=[CH:29]5)=[CH:22][CH:21]=3)=[CH:18][N:19]=2)[C@@H:13]2[CH2:55][C@H:10]1[CH2:11][CH2:12]2)=[O:8])=[O:4]. Procedure: Title compound was prepared by methods analogous to those described for methyl (S)-1-((S)-2-(7-(4-(2-((1R,3S,4S)-2-((2S,3R)-2-methoxycarbonylamino-3-methoxybutanoyl)-2-azabicyclo[2.2.1]heptan-3-yl)-1H-imidazol-5-yl)phenyl)-1H-naphtho[1,2-d]imidazol-2-yl)pyrrolidin-1-yl)-3-methyl-1-oxobutan-2-ylcarbamate, substituting (R)-2-(methoxycarbonylamino)-2-phenylacetic acid for (2S,3R)-3-methoxy-2-(methoxycarbonylamino)butanoic acid. (ESI) m/z 823 [M+H]+.